Dataset: the Open Reaction Database (ORD), a public repository of structured organic reaction records. Task: describe an organic reaction: reactants, conditions, products, and yield Starting materials: CCC(C)(C)O, CC(C)(C)[O-], CO, O=C(CCl)NCC(O)CO, [K+], O. Yields the product O=C1COC(CO)CN1. Reaction SMILES: [C:20]([OH:21])([CH2:22][CH3:23])([CH3:24])[CH3:25].[CH3:11][C:12]([CH3:13])([O-:14])[CH3:15].[CH3:17][OH:18].[Cl:1][CH2:2][C:3](=[O:4])[NH:5][CH2:6][CH:7]([CH2:8][OH:9])[OH:10].[K+:16].[OH2:19]>>[CH2:2]1[C:3](=[O:4])[NH:5][CH2:6][CH:7]([CH2:8][OH:9])[O:10]1. Starting materials: O (water), [H-].[Na+] (sodium hydride), ICC (iodoethane), BrC1=CC=C(CO)C=C1 (4-bromobenzyl alcohol). Solvent: CN(C)C=O (DMF). Run at time 3 hour. Yields the product BrC1=CC=C(C=C1)COCC (1-bromo-4-(ethoxymethyl)benzene). The yield is 87.0%. Reaction SMILES: [Br:1][C:2]1[CH:9]=[CH:8][C:5]([CH2:6][OH:7])=[CH:4][CH:3]=1.[H-].[Na+].I[CH2:13][CH3:14].O>CN(C=O)C>[Br:1][C:2]1[CH:9]=[CH:8][C:5]([CH2:6][O:7][CH2:13][CH3:14])=[CH:4][CH:3]=1 |f:1.2|. Procedure: In DMF (120 ml) was dissolved 4-bromobenzyl alcohol (10.1 g). To the mixture was added under ice-cooling 65% sodium hydride (3.6 g), and the mixture was stirred at room temperature for 3 hours. To the mixture was added dropwise at room temperature iodoethane (12.6 g),and the mixture was stirred at room temperature for 2 hours. The reaction mixture was added to water, and the mixture was extracted with ethyl acetate, washed with saturated brine and dried with magnesium sulfate. Under reduced pres... Reactants: ClC1=C(C=CC(=C1)Cl)C(CN1N=NN=C1)=O (1-(2,4-dichlorophenyl)-2-tetrazol-1-yl-ethanone), O(S(=O)(=O)C(F)(F)F)C(C)C (isopropyl triflate). The product is ClC1=C(C=CC(=C1)Cl)C(=CN1N=NN=C1)OC(C)C (1-[2-(2,4-dichloro-phenyl)-2-isopropoxy-vinyl]-1H-tetrazole). As a reaction SMILES: [Cl:1][C:2]1[CH:7]=[C:6]([Cl:8])[CH:5]=[CH:4][C:3]=1[C:9](=[O:16])[CH2:10][N:11]1[CH:15]=[N:14][N:13]=[N:12]1.O([CH:25]([CH3:27])[CH3:26])S(C(F)(F)F)(=O)=O>>[Cl:1][C:2]1[CH:7]=[C:6]([Cl:8])[CH:5]=[CH:4][C:3]=1[C:9]([O:16][CH:25]([CH3:27])[CH3:26])=[CH:10][N:11]1[CH:15]=[N:14][N:13]=[N:12]1. Procedure: Analogously to Example 7a,b, after reacting 1-(2,4-dichlorophenyl)-2-tetrazol-1-yl-ethanone with isopropyl triflate there was obtained 1-[2-(2,4-dichloro-phenyl)-2-isopropoxy-vinyl]-1H-tetrazole as a white powder with m.p. 82° C. Isolated yield 59.5%. RXN SMILES: C(=O)([O-])[O-].[K+].[K+].[CH3:7][O:8][C:9]([C:11]1[CH:15]=[CH:14][NH:13][CH:12]=1)=[O:10].Cl[C:17]1[C:26]2[C:21](=[CH:22][CH:23]=[CH:24][CH:25]=2)[N:20]=[CH:19][CH:18]=1.O>CS(C)=O>[CH3:7][O:8][C:9]([C:11]1[CH:15]=[CH:14][N:13]([C:17]2[C:26]3[C:21](=[CH:22][CH:23]=[CH:24][CH:25]=3)[N:20]=[CH:19][CH:18]=2)[CH:12]=1)=[O:10] |f:0.1.2|. Procedure details: 1.73 g (12.5 mmol) of potassium carbonate are added at 20° C. under an argon atmosphere to 0.625 g (5 mmol) of 3-methoxycarbonyl-1H-pyrrole and 0.82 g (5 mmol) of 4-chloroquinoline dissolved in 10 mL of dimethyl sulphoxide. After stirring at 100° C. for 23 hours, the reaction mixture is poured into 30 mL of water and then allowed to crystallise at 20° C. for 1 hour. After filtering off and air-drying the solid residue, 0.75 g of 3-methoxycarbonyl-1-(quinol-4-yl)-1H-pyrrole is obtained in the for... Product: COC(=O)C1=CN(C=C1)C1=CC=NC2=CC=CC=C12 (3-methoxycarbonyl-1-(quinol-4-yl)-1H-pyrrole). Solvent: CS(=O)C (dimethyl sulphoxide). Reactants: C([O-])([O-])=O.[K+].[K+] (potassium carbonate), COC(=O)C1=CNC=C1 (3-methoxycarbonyl-1H-pyrrole), ClC1=CC=NC2=CC=CC=C12 (4-chloroquinoline), O (water). Reaction conditions: temperature 100 celsius, time 23 hour. Procedure details: Using the general procedure of Example 1, Method A, (iv), replacing ethyl-5-chloro-3-methylbenzo[b]thiophene-2-carboxylate with 5-chloro-3-methylbenzo[b]thiophene gave 2.78 g (57%) of 3-bromomethyl-5-chlorobenzo[b]thiophene: mp 126°-128° C. The product is BrCC=1C2=C(SC1)C=CC(=C2)Cl (3-bromomethyl-5-chlorobenzo[b]thiophene). Yield: 57.0%. Starting materials: BrCC=1C2=C(SC1C(=O)OCC)C=CC(=C2)Cl (Ethyl 3-Bromomethyl-5-chlorobenzo[b]thiophene-2-carboxylate), ClC1=CC2=C(SC=C2C)C=C1 (5-chloro-3-methylbenzo[b]thiophene). As a reaction SMILES: [Br:1][CH2:2][C:3]1[C:4]2[CH:16]=[C:15]([Cl:17])[CH:14]=[CH:13][C:5]=2[S:6][C:7]=1C(OCC)=O.ClC1C=CC2SC=C(C)C=2C=1>>[Br:1][CH2:2][C:3]1[C:4]2[CH:16]=[C:15]([Cl:17])[CH:14]=[CH:13][C:5]=2[S:6][CH:7]=1.